describe an organic reaction: reactants, conditions, products, and yield From a dataset of the Open Reaction Database (ORD), a public repository of structured organic reaction records. Starting materials: C(C)(C)S(=O)(=O)OC1=CC=C(OCC2CO2)C=C1 (1-(4-isopropylsulphonyloxy-phenoxy)-2,3-epoxypropane), NCCN1C(=NC2=C1C=CC(=C2)C=2CCC(NN2)=O)O (6-[1-(2-aminoethyl)-2-hydroxy-benzimidazol-5-yl]-4,5-dihydro-3(2H)-pyridazinone). Yields the product C(C)(C)S(=O)(=O)OC1=CC=C(OCC(CNCCN2C(=NC3=C2C=CC(=C3)C=3CCC(NN3)=O)O)O)C=C1 (6-[1-[2-[3-(4-Isopropylsulphonyloxy-phenoxy)-2-hydroxypropylamino]ethyl]-2-hydroxy-benzimidazol-5-yl]-4,5-dihydro-3(2H)-pyridazinone). As a reaction SMILES: [CH:1]([S:4]([O:7][C:8]1[CH:18]=[CH:17][C:11]([O:12][CH2:13][CH:14]2[O:16][CH2:15]2)=[CH:10][CH:9]=1)(=[O:6])=[O:5])([CH3:3])[CH3:2].[NH2:19][CH2:20][CH2:21][N:22]1[C:26]2[CH:27]=[CH:28][C:29]([C:31]3[CH2:32][CH2:33][C:34](=[O:37])[NH:35][N:36]=3)=[CH:30][C:25]=2[N:24]=[C:23]1[OH:38]>>[CH:1]([S:4]([O:7][C:8]1[CH:18]=[CH:17][C:11]([O:12][CH2:13][CH:14]([OH:16])[CH2:15][NH:19][CH2:20][CH2:21][N:22]2[C:26]3[CH:27]=[CH:28][C:29]([C:31]4[CH2:32][CH2:33][C:34](=[O:37])[NH:35][N:36]=4)=[CH:30][C:25]=3[N:24]=[C:23]2[OH:38])=[CH:10][CH:9]=1)(=[O:6])=[O:5])([CH3:3])[CH3:2]. Procedure: Prepared analogously to Example 1 from 1-(4-isopropylsulphonyloxy-phenoxy)-2,3-epoxypropane and 6-[1-(2-aminoethyl)-2-hydroxy-benzimidazol-5-yl]-4,5-dihydro-3(2H)-pyridazinone. The reactants are [Al+3], [Cl-], [Cl-], [Cl-], O=C(Cl)CCCl, ClCCl, COC(=O)COc1ccccc1. The product is COC(=O)COc1ccc(C(=O)CCCl)cc1. Reaction SMILES: [Al+3:2].[Cl-:1].[Cl-:3].[Cl-:4].[Cl:17][CH2:18][CH2:19][C:20](=[O:21])[Cl:22].[Cl:23][CH2:24][Cl:25].[O:5]([c:6]1[cH:7][cH:8][cH:9][cH:10][cH:11]1)[CH2:12][C:13](=[O:14])[O:15][CH3:16]>>[O:5]([c:6]1[cH:7][cH:8][c:9]([C:20]([CH2:19][CH2:18][Cl:17])=[O:21])[cH:10][cH:11]1)[CH2:12][C:13](=[O:14])[O:15][CH3:16]. Starting materials: ClC1=NN=CC2=CC(=CC=C12)C=1C=C(C(=O)NC2CC2)C=CC1C (3-(1-chlorophthalazin-6-yl)-N-cyclopropyl-4-methylbenzamide), C1(=CC=C(C=C1)B(O)O)C (p-tolyl boronic acid), C([O-])([O-])=O.[K+].[K+] (potassium carbonate). Reagents/catalysts: C=1C=CC(=CC1)[P](C=2C=CC=CC2)(C=3C=CC=CC3)[Pd]([P](C=4C=CC=CC4)(C=5C=CC=CC5)C=6C=CC=CC6)([P](C=7C=CC=CC7)(C=8C=CC=CC8)C=9C=CC=CC9)[P](C=1C=CC=CC1)(C=1C=CC=CC1)C=1C=CC=CC1 (tetrakis(triphenylphosphine)palladium). Solvent: COCCOC.CCO (DME EtOH). Run at temperature 90 celsius, time 2 hour. Yields the product C1(CC1)NC(C1=CC(=C(C=C1)C)C=1C=C2C=NN=C(C2=CC1)C1=CC=C(C=C1)C)=O (N-cyclopropyl-4-methyl-3-(1-p-tolylphthalazin-6-yl)benzamide). As a reaction SMILES: Cl[C:2]1[C:11]2[C:6](=[CH:7][C:8]([C:12]3[CH:13]=[C:14]([CH:21]=[CH:22][C:23]=3[CH3:24])[C:15]([NH:17][CH:18]3[CH2:20][CH2:19]3)=[O:16])=[CH:9][CH:10]=2)[CH:5]=[N:4][N:3]=1.[C:25]1([CH3:34])[CH:30]=[CH:29][C:28](B(O)O)=[CH:27][CH:26]=1.C(=O)([O-])[O-].[K+].[K+]>COCCOC.CCO.C1C=CC([P]([Pd]([P](C2C=CC=CC=2)(C2C=CC=CC=2)C2C=CC=CC=2)([P](C2C=CC=CC=2)(C2C=CC=CC=2)C2C=CC=CC=2)[P](C2C=CC=CC=2)(C2C=CC=CC=2)C2C=CC=CC=2)(C2C=CC=CC=2)C2C=CC=CC=2)=CC=1>[CH:18]1([NH:17][C:15](=[O:16])[C:14]2[CH:21]=[CH:22][C:23]([CH3:24])=[C:12]([C:8]3[CH:7]=[C:6]4[C:11](=[CH:10][CH:9]=3)[C:2]([C:28]3[CH:29]=[CH:30][C:25]([CH3:34])=[CH:26][CH:27]=3)=[N:3][N:4]=[CH:5]4)[CH:13]=2)[CH2:20][CH2:19]1 |f:2.3.4,5.6,^1:53,55,74,93|. Procedure details: A mixture of 3-(1-chlorophthalazin-6-yl)-N-cyclopropyl-4-methylbenzamide (0.1 g, 296 μmol), p-tolyl boronic acid (40 mg, 296 μmol) and tetrakis(triphenylphosphine)palladium (17 mg, 15 μmol) in 5 mL DME/EtOH (4:1) was treated with 2 M potassium carbonate (444 μl, 888 μmol). The mixture was stirred at 90° C. for 2 h. The mixture was cooled to room temperature and purified via flash chromatography (silica gel) eluting with a gradient of 2% 2 M ammonia in MeOH/DCM to 6% 2 M ammonia in MeOH/DCM to gi...